From a dataset of the Open Reaction Database (ORD), a public repository of structured organic reaction records. describe an organic reaction: reactants, conditions, products, and yield Reactants: ClC1=NN=NN1CC(=O)NC (5-chloro-N-methyl-1H-tetrazol-1-acetamide), [N-]=[N+]=[N-].CN(C(N(C)C)=[NH2+])C (tetramethylguanidinium azide), C(Cl)Cl (methylene chloride), C(=O)(Cl)Cl (phosgene). Solvent: N1=CC=CC=C1 (pyridine). Reaction conditions: time 10 minute. Yields the product CN1N=NN=C1CN1N=NN=C1Cl (1-(1-Methyl-1H-tetrazol-5-ylmethyl)-5-chloro-1H-tetrazole). Reaction SMILES: [Cl:1][C:2]1[N:6]([CH2:7][C:8]([NH:10][CH3:11])=O)[N:5]=[N:4][N:3]=1.C(Cl)Cl.C(Cl)(Cl)=O.[N-:19]=[N+:20]=[N-:21].CN(C)C(=[NH2+])N(C)C>N1C=CC=CC=1>[CH3:11][N:10]1[C:8]([CH2:7][N:6]2[C:2]([Cl:1])=[N:3][N:4]=[N:5]2)=[N:21][N:20]=[N:19]1 |f:3.4|. Procedure: To a suspension of 1.75 g. (10 mmole) of 5-chloro-N-methyl-1H-tetrazol-1-acetamide, prepared as described under A above, in 50 ml. of methylene chloride containing 0.8 g. of pyridine and maintained at a temperature of about 0° C. was added with stirring excess phosgene. After addition was complete, the reaction mixture was stirred for 10 minutes without further cooling. The clear solution obtained on reaction was evaporated to dryness at a temperature of about 30° C. under reduced pressure. The ... Starting materials: ClC1=C(C=CC(=C1Cl)Cl)C(C)=O (2',3',4'-trichloroacetophenone), C(C)(=O)[O-].[Na+] (sodium acetate), BrBr (bromine). The solvent is CCCCCC (n-hexane), CCCCCC (n-hexane). Product: BrCC(=O)C1=C(C(=C(C=C1)Cl)Cl)Cl (2-Bromo-2',3',4'-trichloroacetophenone). RXN SMILES: [Cl:1][C:2]1[C:7]([Cl:8])=[C:6]([Cl:9])[CH:5]=[CH:4][C:3]=1[C:10](=[O:12])[CH3:11].C([O-])(=O)C.[Na+].[Br:18]Br>CCCCCC>[Br:18][CH2:11][C:10]([C:3]1[CH:4]=[CH:5][C:6]([Cl:9])=[C:7]([Cl:8])[C:2]=1[Cl:1])=[O:12] |f:1.2|. Reported procedure: A mixture of 2',3',4'-trichloroacetophenone (21.4 g, 0.0958 mole), anhydrous sodium acetate (8.0 g), and n-hexane (50 ml) was heated under reflux while treated with a solution of bromine (15.3 g, 0.096 mole) in 25 ml of n-hexane in five portions, decolorizing before each new addition. The mixture was then filtered while hot and the insoluble residue was triturated twice with 50 ml of boiling n-hexane. Enough additional n-hexane was added to the combined filtrates to avoid oiling out of product a... Solvent: O (water). Run at time 2 hour. Product: BrC1=C2CC3C(=NOC3)C2=C(C=C1)SC (5-Bromo-8-methylthio-3a,4-dihydro-3H-indeno[1,2-c]isoxazole). Reported procedure: 120 ml of sulfuric acid (98 percent strength) were cooled to 0° C., and 11.2 g (54.8 mmol) of 8-methylthio-3a,4-dihydro-3H-indeno[1,2-c]isoxazole were added a little at a time. 9.2 g (57.5 mmol) of bromine were then added dropwise, and stirring was continued at 0° C. for another 2 hours. The resulting solution was poured into 2 l of a mixture of water and ice, this mixture was stirred for 1.5 hours and the precipitated solid was filtered off with suction and then washed and dried. This gave 11.4... Reactants: S(O)(O)(=O)=O (sulfuric acid), CSC=1C=CC=C2CC3C(=NOC3)C12 (8-methylthio-3a,4-dihydro-3H-indeno[1,2-c]isoxazole), BrBr (bromine), mixture. RXN SMILES: S(=O)(=O)(O)O.[CH3:6][S:7][C:8]1[CH:9]=[CH:10][CH:11]=[C:12]2[C:19]=1[C:15]1=[N:16][O:17][CH2:18][CH:14]1[CH2:13]2.[Br:20]Br>O>[Br:20][C:11]1[CH:10]=[CH:9][C:8]([S:7][CH3:6])=[C:19]2[C:12]=1[CH2:13][CH:14]1[CH2:18][O:17][N:16]=[C:15]12. The reactants are O=S([O-])c1ccc(Br)cc1, C=CC#N, CC(=O)O, [Na+], O, O, O. Yields the product N#CCCS(=O)(=O)c1ccc(Br)cc1. Reaction SMILES: [Br:3][c:4]1[cH:5][cH:6][c:7]([S:10](=[O:11])[O-:12])[cH:8][cH:9]1.[CH2:14]=[CH:15][C:16]#[N:17].[CH3:18][C:19](=[O:20])[OH:21].[Na+:13].[OH2:1].[OH2:22].[OH2:2]>>[Br:3][c:4]1[cH:5][cH:6][c:7]([S:10](=[O:11])(=[O:12])[CH2:14][CH2:15][C:16]#[N:17])[cH:8][cH:9]1. Reactants: CCOC(=O)C(C)(C)Br, CC1(C)CC(=C(c2ccc(O)cc2)c2ccc(O)cc2)CC(C)(C)C1, CC(C)=O, [K+], [K+], O=C([O-])[O-]. Product: CCOC(=O)C(C)(C)Oc1ccc(C(=C2CC(C)(C)CC(C)(C)C2)c2ccc(O)cc2)cc1. As a reaction SMILES: [Br:32][C:33]([C:34](=[O:35])[O:36][CH2:37][CH3:38])([CH3:39])[CH3:40].[CH3:1][C:2]1([CH3:25])[CH2:3][C:4](=[C:10]([c:11]2[cH:12][cH:13][c:14]([OH:17])[cH:15][cH:16]2)[c:18]2[cH:19][cH:20][c:21]([OH:24])[cH:22][cH:23]2)[CH2:5][C:6]([CH3:8])([CH3:9])[CH2:7]1.[CH3:41][C:42](=[O:43])[CH3:44].[K+:26].[K+:27].[O-:28][C:29]([O-:30])=[O:31]>>[CH3:1][C:2]1([CH3:25])[CH2:3][C:4](=[C:10]([c:11]2[cH:12][cH:13][c:14]([O:17][C:33]([C:34](=[O:35])[O:36][CH2:37][CH3:38])([CH3:39])[CH3:40])[cH:15][cH:16]2)[c:18]2[cH:19][cH:20][c:21]([OH:24])[cH:22][cH:23]2)[CH2:5][C:6]([CH3:8])([CH3:9])[CH2:7]1. The reactants are NC1=CC(=C(C(=O)OC)C=C1C#N)O (Methyl 4-amino-5-cyano-2-hydroxybenzoate), S(O)(O)(=O)=O (sulphuric acid). Reaction conditions: temperature 80 celsius. Product: NC1=CC(=C(C(=O)OC)C=C1C(N)=O)O (methyl 4-amino-5-carbamoyl-2-hydroxybenzoate). RXN SMILES: [NH2:1][C:2]1[C:11]([C:12]#[N:13])=[CH:10][C:5]([C:6]([O:8][CH3:9])=[O:7])=[C:4]([OH:14])[CH:3]=1.S(=O)(=O)(O)[OH:16]>>[NH2:1][C:2]1[C:11]([C:12](=[O:16])[NH2:13])=[CH:10][C:5]([C:6]([O:8][CH3:9])=[O:7])=[C:4]([OH:14])[CH:3]=1. Procedure: Methyl 4-amino-5-cyano-2-hydroxybenzoate (J. Chem. Soc. Perkin I. 1979, 677; 4 g) was added to stirred concentrated sulphuric acid (6 ml) and the mixture was heated to 80° C. for 30 minutes. The mixture was cooled to ambient temperature and poured onto crushed ice. The resultant solid was filtered off, washed well with water and dried to give methyl 4-amino-5-carbamoyl-2-hydroxybenzoate (2.8 g); NMR Spectrum: (DMSOd6) 3.83 (s, 3H), 6.1 (s, 1H), 6.75 (br m, 2H), 8.08 (s, 1H). Starting materials: N1C=C(C=2C1=NC=CC2)C(=O)OC (methyl 1H-pyrrolo[2,3-b]pyridine-3-carboxylate), ClC=1C2=C(N=CN1)N(C=C2)C (4-chloro-7-methyl-7H-pyrrolo[2,3-d]pyrimidine), O (water), C([O-])([O-])=O.[K+].[K+] (potassium carbonate). Run in CS(=O)C (dimethylsulfoxyde), C(C)(=O)OCC (ethyl acetate). Run at temperature 120 celsius. The product is CN1C=CC2=C1N=CN=C2N2C=C(C=1C2=NC=CC1)C(=O)OC (methyl 1-(7-methyl-7H-pyrrolo[2,3-d]pyrimidin-4-yl)-1H-pyrrolo[2,3-b]pyridine-3-carboxylate). The yield is 44.2%. As a reaction SMILES: [NH:1]1[C:5]2=[N:6][CH:7]=[CH:8][CH:9]=[C:4]2[C:3]([C:10]([O:12][CH3:13])=[O:11])=[CH:2]1.Cl[C:15]1[C:16]2[CH:23]=[CH:22][N:21]([CH3:24])[C:17]=2[N:18]=[CH:19][N:20]=1.C(=O)([O-])[O-].[K+].[K+].O>CS(C)=O.C(OCC)(=O)C>[CH3:24][N:21]1[C:17]2[N:18]=[CH:19][N:20]=[C:15]([N:1]3[C:5]4=[N:6][CH:7]=[CH:8][CH:9]=[C:4]4[C:3]([C:10]([O:12][CH3:13])=[O:11])=[CH:2]3)[C:16]=2[CH:23]=[CH:22]1 |f:2.3.4|. Reported procedure: To 1.9 g (9.2 mmol) of methyl 1H-pyrrolo[2,3-b]pyridine-3-carboxylate in 50 cm3 of dimethylsulfoxyde under argon atmosphere, were added 1.85 g (11.0 mmol) of 4-chloro-7-methyl-7H-pyrrolo[2,3-d]pyrimidine, followed by 3.2 g (23.0 mmol) of potassium carbonate. The reaction mixture was heated at about 120° C. for 24 hours, upon which it was cooled to about 20° C. and treated with 200 cm3 of distilled water. The mixture was then treated with 300 cm3 and 150 cm3 of ethyl acetate and filtered on Celit...